Dataset: the Open Reaction Database (ORD), a public repository of structured organic reaction records. Task: describe an organic reaction: reactants, conditions, products, and yield Product: O=C1OC(I)c2ccccc21. The reactants are O=C1OC(Br)c2ccccc21, CS(C)=O, CC#N, [I-], [Na+], O. RXN SMILES: [Br:6][CH:7]1[O:8][C:9](=[O:10])[c:11]2[cH:12][cH:13][cH:14][cH:15][c:16]21.[CH3:17][S:18]([CH3:19])=[O:20].[CH3:1][C:2]#[N:3].[I-:5].[Na+:4].[OH2:21]>>[I:5][CH:7]1[O:8][C:9](=[O:10])[c:11]2[cH:12][cH:13][cH:14][cH:15][c:16]21.